From a dataset of the Open Reaction Database (ORD), a public repository of structured organic reaction records. describe an organic reaction: reactants, conditions, products, and yield Yields the product O=C1OC(Cn2ccnn2)CN1c1ccc(I)c(F)c1. Reactants: C1CCOC1, CCCC[N+](CCCC)(CCCC)CCCC, CC(=O)O, [F-], C[Si](C)(C)c1cn(CC2CN(c3ccc(I)c(F)c3)C(=O)O2)nn1. Reaction SMILES: [CH2:43]1[O:44][CH2:45][CH2:46][CH2:47]1.[CH3:26][CH2:27][CH2:28][CH2:29][N+:30]([CH2:31][CH2:32][CH2:33][CH3:34])([CH2:35][CH2:36][CH2:37][CH3:38])[CH2:39][CH2:40][CH2:41][CH3:42].[CH3:48][C:49](=[O:50])[OH:51].[F-:25].[F:1][c:2]1[cH:3][c:4]([N:9]2[C:10](=[O:24])[O:11][CH:12]([CH2:14][n:15]3[n:16][n:17][c:18]([Si:20]([CH3:21])([CH3:22])[CH3:23])[cH:19]3)[CH2:13]2)[cH:5][cH:6][c:7]1[I:8]>>[F:1][c:2]1[cH:3][c:4]([N:9]2[C:10](=[O:24])[O:11][CH:12]([CH2:14][n:15]3[n:16][n:17][cH:18][cH:19]3)[CH2:13]2)[cH:5][cH:6][c:7]1[I:8]. The reactants are O=C(CCCCCCC(=O)O)C=C (8-oxo-9-decenoic acid), CeCl3.7H2O, Cl (hydrochloric acid), [BH4-].[Na+] (sodium borohydride). Run in CO (MeOH). Conditions: time 30 minute. The product is OC(CCCCCCC(=O)O)C=C (8-hydroxy-9-decenoic acid). As a reaction SMILES: [O:1]=[C:2]([CH:12]=[CH2:13])[CH2:3][CH2:4][CH2:5][CH2:6][CH2:7][CH2:8][C:9]([OH:11])=[O:10].[BH4-].[Na+].Cl>CO>[OH:1][CH:2]([CH:12]=[CH2:13])[CH2:3][CH2:4][CH2:5][CH2:6][CH2:7][CH2:8][C:9]([OH:11])=[O:10] |f:1.2|. Reported procedure: To a solution of 8-oxo-9-decenoic acid (910 mg, 4.94 mmol, 1.00 eq.) in MeOH (20.0 mL), was added CeCl3.7H2O (2.76 g, 7.41 mmol, 1.50 eq.). The mixture was stirred for 30 minutes with ice-cooling, and then thereto was slowly added sodium borohydride (224 mg, 5.93 mmol, 1.20 eq.). The mixture was stirred for 1 hour, and then the reaction solution was poured into 1 M aqueous hydrochloric acid solution. The organic phase was extracted with chloroform. Then, the resulting organic phase was dried ove...